From a dataset of the Open Reaction Database (ORD), a public repository of structured organic reaction records. describe an organic reaction: reactants, conditions, products, and yield Starting materials: [H-].[H-].[H-].[H-].[Li+].[Al+3] (LAH), C1CCOC1 (THF), [OH-].[Na+] (NaOH), CN1[C@H](CCC1)C(=O)C1=CNC2=CC=C(C=C12)CCS(=O)(=O)C1=CC=CC=C1 ((R)-(1-methylpyrrolidin-2-yl)(5-(2-(phenylsulfonyl)ethyl)-1H-indol-3-yl)methanone). Solvent: O (H2O). Reaction conditions: temperature 2.5 celsius. Yields the product CN1[C@H](CCC1)CC1=CNC2=CC=C(C=C12)CCS(=O)(=O)C1=CC=CC=C1 ((R)-3-((1-methylpyrrolidin-2-yl)methyl)-5-(2-(phenylsulfonyl)ethyl)-1H-indole). Yield: 75.0%. RXN SMILES: [H-].[H-].[H-].[H-].[Li+].[Al+3].C1COCC1.[CH3:12][N:13]1[CH2:17][CH2:16][CH2:15][C@@H:14]1[C:18]([C:20]1[C:28]2[C:23](=[CH:24][CH:25]=[C:26]([CH2:29][CH2:30][S:31]([C:34]3[CH:39]=[CH:38][CH:37]=[CH:36][CH:35]=3)(=[O:33])=[O:32])[CH:27]=2)[NH:22][CH:21]=1)=O.[OH-].[Na+]>O>[CH3:12][N:13]1[CH2:17][CH2:16][CH2:15][C@@H:14]1[CH2:18][C:20]1[C:28]2[C:23](=[CH:24][CH:25]=[C:26]([CH2:29][CH2:30][S:31]([C:34]3[CH:39]=[CH:38][CH:37]=[CH:36][CH:35]=3)(=[O:32])=[O:33])[CH:27]=2)[NH:22][CH:21]=1 |f:0.1.2.3.4.5,8.9|. Procedure details: To a suspension of LAH and THF was slowly charged (R)-(1-methylpyrrolidin-2-yl)(5-(2-(phenylsulfonyl)ethyl)-1H-indol-3-yl)methanone at 0° C. and then the reaction was slowly heated to reflux. Upon completion of the reaction in about 3-5 h, the reaction was cooled to 0-5° C. and 1N NaOH soln and H2O were sequentially charged. The solids were filtered and the precipitate washed with additional THF. The filtrate was distilled to dryness under reduced pressure. The residue was dissolved in water and... The reactants are C1(CC1)N(S(=O)(=O)C1=CC(=CC=C1)C(F)(F)F)[C@H]1CC[C@H]2CNC[C@H]21 (N-cyclopropyl-N-[(3aS*,4S*,6aR*)-octahydrocyclopenta[c]pyrrol-4-yl]-3-(trifluoromethyl)benzenesulfonamide), C(#N)[BH3-] (cyanoborohydride), FC1=CC=C(C=C1)C(CCCCC=O)C1=CC=C(C=C1)F (6,6-bis(4-fluorophenyl)hexanal), C(C)(=O)O (acetic acid). Solvent: ClCCl (dichloromethane). Reaction conditions: time 20 minute. The product is FC1=CC=C(C=C1)C(CCCCCN1C[C@H]2[C@@H](C1)[C@H](CC2)N(S(=O)(=O)C2=CC(=CC=C2)C(F)(F)F)C2CC2)C2=CC=C(C=C2)F (N-{(3aS*,4S*,6aR*)-2-[6,6-bis(4-fluorophenyl)hexyl]octahydrocyclopenta[c]pyrrol-4-yl}-N-cyclopropyl-3-(trifluoromethyl)benzenesulfonamide). Reaction SMILES: [CH:1]1([N:4]([C@@H:18]2[C@H:25]3[C@H:21]([CH2:22][NH:23][CH2:24]3)[CH2:20][CH2:19]2)[S:5]([C:8]2[CH:13]=[CH:12][CH:11]=[C:10]([C:14]([F:17])([F:16])[F:15])[CH:9]=2)(=[O:7])=[O:6])[CH2:3][CH2:2]1.[F:26][C:27]1[CH:32]=[CH:31][C:30]([CH:33]([C:40]2[CH:45]=[CH:44][C:43]([F:46])=[CH:42][CH:41]=2)[CH2:34][CH2:35][CH2:36][CH2:37][CH:38]=O)=[CH:29][CH:28]=1.C(O)(=O)C.C([BH3-])#N>ClCCl>[F:26][C:27]1[CH:28]=[CH:29][C:30]([CH:33]([C:40]2[CH:41]=[CH:42][C:43]([F:46])=[CH:44][CH:45]=2)[CH2:34][CH2:35][CH2:36][CH2:37][CH2:38][N:23]2[CH2:24][C@H:25]3[C@@H:18]([N:4]([CH:1]4[CH2:2][CH2:3]4)[S:5]([C:8]4[CH:13]=[CH:12][CH:11]=[C:10]([C:14]([F:15])([F:17])[F:16])[CH:9]=4)(=[O:6])=[O:7])[CH2:19][CH2:20][C@H:21]3[CH2:22]2)=[CH:31][CH:32]=1. Procedure details: N-Cyclopropyl-N-[(3aS*,4S*,6aR*)-octahydrocyclopenta[c]pyrrol-4-yl]-3-(trifluoromethyl)benzenesulfonamide from Example 201 (140 mg, 0.374 mmol) and 6,6-bis(4-fluorophenyl)hexanal (108 mg, 0.374 mmol) were combined in dichloromethane (2 mL) and then acetic acid (1 mL) was added. The reaction was stirred at room temperature for 20 minutes, then PS-cyanoborohydride (306 mg, 0.748 mmol) was added. The reaction was stirred at room temperature overnight, then filtered and the resin washed with dichlor... Reactants: Fc1ccccn1, NC1CCC(CNc2nc(NCc3ccccc3OC(F)(F)F)ncc2[N+](=O)[O-])CC1. Yields the product O=[N+]([O-])c1cnc(NCc2ccccc2OC(F)(F)F)nc1NCC1CCC(Nc2ccccn2)CC1. Reaction SMILES: [F:32][c:33]1[n:34][cH:35][cH:36][cH:37][cH:38]1.[NH2:1][CH:2]1[CH2:3][CH2:4][CH:5]([CH2:8][NH:9][c:10]2[n:11][c:12]([NH:19][CH2:20][c:21]3[c:22]([O:27][C:28]([F:29])([F:30])[F:31])[cH:23][cH:24][cH:25][cH:26]3)[n:13][cH:14][c:15]2[N+:16](=[O:17])[O-:18])[CH2:6][CH2:7]1>>[NH:1]([CH:2]1[CH2:3][CH2:4][CH:5]([CH2:8][NH:9][c:10]2[n:11][c:12]([NH:19][CH2:20][c:21]3[c:22]([O:27][C:28]([F:29])([F:30])[F:31])[cH:23][cH:24][cH:25][cH:26]3)[n:13][cH:14][c:15]2[N+:16](=[O:17])[O-:18])[CH2:6][CH2:7]1)[c:33]1[n:34][cH:35][cH:36][cH:37][cH:38]1. RXN SMILES: [CH:1]1([C:4]2[N:9]3[N:10]=[CH:11][C:12]([C:13]#[CH:14])=[C:8]3[N:7]=[C:6]([C:15]3[CH:20]=[CH:19][C:18]([Cl:21])=[C:17]([Cl:22])[CH:16]=3)[CH:5]=2)[CH2:3][CH2:2]1.Br[C:24]1[CH:29]=[CH:28][C:27]([S:30]([NH2:33])(=[O:32])=[O:31])=[CH:26][CH:25]=1>>[CH:1]1([C:4]2[N:9]3[N:10]=[CH:11][C:12]([C:13]#[C:14][C:24]4[CH:29]=[CH:28][C:27]([S:30]([NH2:33])(=[O:32])=[O:31])=[CH:26][CH:25]=4)=[C:8]3[N:7]=[C:6]([C:15]3[CH:20]=[CH:19][C:18]([Cl:21])=[C:17]([Cl:22])[CH:16]=3)[CH:5]=2)[CH2:3][CH2:2]1. The reactants are C1(CC1)C1=CC(=NC=2N1N=CC2C#C)C2=CC(=C(C=C2)Cl)Cl (7-cyclopropyl-5-(3,4-dichloro-phenyl)-3-ethynyl-pyrazolo[1,5-a]pyrimidine), BrC1=CC=C(C=C1)S(=O)(=O)N (4-bromo-benzenesulfonamide). Product: C1(CC1)C1=CC(=NC=2N1N=CC2C#CC2=CC=C(C=C2)S(=O)(=O)N)C2=CC(=C(C=C2)Cl)Cl (4-[7-Cyclopropyl-5-(3,4-dichloro-phenyl)-pyrazolo[1,5-a]pyrimidin-3-ylethynyl]-benzenesulfonamide), solid. Yield: 57.0%. Reported procedure: The title compound was prepared from 7-cyclopropyl-5-(3,4-dichloro-phenyl)-3-ethynyl-pyrazolo[1,5-a]pyrimidine (example C.8) (167 mg, 0.51 mmol) and 4-bromo-benzenesulfonamide (121 mg, 0.51 mmol) according to general procedure II. Obtained as a yellow solid (140 mg, 57%). MS (ISP) 483.4 [(M+H)+]; mp 259-261° C. Starting materials: CCN(C(C)C)C(C)C (DIPEA), ClC1=C(C(=O)Cl)C=CC=C1 (2-chlorobenzoic acid chloride), Cl.N[C@@H]1CCC2=CC(=C(C=C12)F)C(=O)OC ((R)-Methyl 1-amino-6-fluoro-2,3-dihydro-1H-indene-5-carboxylate hydrochloride). Solvent: ClCCl (dichloromethane). Run at time 2 hour. Product: ClC1=C(C(=O)N[C@@H]2CCC3=CC(=C(C=C23)F)C(=O)OC)C=CC=C1 ((R)-methyl 1-(2-chlorobenzamido)-6-fluoro-2,3-dihydro-1H-indene-5-carboxylate). Reaction SMILES: Cl.[NH2:2][C@H:3]1[C:11]2[C:6](=[CH:7][C:8]([C:13]([O:15][CH3:16])=[O:14])=[C:9]([F:12])[CH:10]=2)[CH2:5][CH2:4]1.CCN(C(C)C)C(C)C.[Cl:26][C:27]1[CH:35]=[CH:34][CH:33]=[CH:32][C:28]=1[C:29](Cl)=[O:30]>ClCCl>[Cl:26][C:27]1[CH:35]=[CH:34][CH:33]=[CH:32][C:28]=1[C:29]([NH:2][C@H:3]1[C:11]2[C:6](=[CH:7][C:8]([C:13]([O:15][CH3:16])=[O:14])=[C:9]([F:12])[CH:10]=2)[CH2:5][CH2:4]1)=[O:30] |f:0.1|. Procedure: (R)-Methyl 1-amino-6-fluoro-2,3-dihydro-1H-indene-5-carboxylate hydrochloride (A-05) (0.23 g, 1.18 mmol, 1 eq) was dissolved in dichloromethane and DIPEA (2.5 eq), under nitrogen, and 2-chlorobenzoic acid chloride (0.15 ml, 1.18 mmol, 1 eq) was added at 0° C. The reaction mixture was stirred for 2 h at RT. Then the reaction mixture was concentrated and the residue was taken up in ethyl acetate, washed with 10% ammonium chloride solution and with sat. NaCl solution, dried over magnesium sulfate a...